Task: describe an organic reaction: reactants, conditions, products, and yield. Dataset: the Open Reaction Database (ORD), a public repository of structured organic reaction records The reactants are CN(C=O)c1ccccc1, C=COCCCC, O=C(OC(Cl)(Cl)Cl)OC(Cl)(Cl)Cl, [Na+], [OH-], O. Yields the product C=CC(=O)N(C)c1ccccc1. As a reaction SMILES: [CH3:1][N:2]([c:3]1[cH:4][cH:5][cH:6][cH:7][cH:8]1)[CH:9]=[O:10].[CH:11](=[CH2:12])[O:13][CH2:14][CH2:15][CH2:16][CH3:17].[Cl:18][C:19]([O:20][C:21](=[O:22])[O:23][C:24]([Cl:25])([Cl:26])[Cl:27])([Cl:28])[Cl:29].[Na+:31].[OH-:30].[OH2:32]>>[CH3:1][N:2]([c:3]1[cH:4][cH:5][cH:6][cH:7][cH:8]1)[C:9](=[O:10])[CH:11]=[CH2:12]. Reactants: N(=O)N=C(C1=CC=CC=C1)C1=C(C=CC=2N(C3=C(CCC21)C=CC=C3)N=O)CC3=CC=CC=C3 (N-nitrosoiminodibenzyl (5-nitroso-10,11-dihydro-5H-dibenz[b,f]azepine)), Cl.N1CCC(CC1)=O (4-piperidone hydrochloride), C(C)O (ethanol). The reagents and catalysts are [Zn] (zinc). Run in C(C)(=O)O (acetic acid). Conditions: time 4 hour. Yields the product C1CCCC=2C=CC=3C=4N(C21)C2=C(C4CCC3)C=NC=C2 (1,2,3,4,8,9-hexahydropyrido[4', 3':2,3] indolo[1,7-ab][1]benzazepine). RXN SMILES: N(N=C([C:11]1[C:21]2[CH2:20][CH2:19][C:18]3[CH:22]=[CH:23][CH:24]=[CH:25][C:17]=3[N:16](N=O)[C:15]=2[CH:14]=[CH:13][C:12]=1CC1C=CC=CC=1)C1C=CC=CC=1)=O.Cl.[NH:36]1[CH2:41][CH2:40][C:39](=O)[CH2:38][CH2:37]1.C(O)C>[Zn].C(O)(=O)C>[CH2:25]1[C:17]2[N:16]3[C:39]4[CH:40]=[CH:41][N:36]=[CH:37][C:38]=4[C:14]4[CH2:13][CH2:12][CH:11]=[C:21]([C:15]=43)[CH:20]=[CH:19][C:18]=2[CH2:22][CH2:23][CH2:24]1 |f:1.2|. Reported procedure: To a mixture of 4.5 g of N-nitrosoiminodibenzyl (5-nitroso-10,11-dihydro-5H-dibenz[b,f]azepine), 6.0 g. of 4-piperidone hydrochloride and 6.5 g. of zinc dust in 30 ml. of absolute ethanol 12 ml. of glacial acetic acid are added dropwise, with constant stirring. Occasional cooling in an icebath is required to maintain the temperature at 20°-25° during the course of the reaction. After a little over 4 hours, the unchanged zinc is filtered off, washed with a minimum of absolute ethanol, and to the ...